From a dataset of the Open Reaction Database (ORD), a public repository of structured organic reaction records. describe an organic reaction: reactants, conditions, products, and yield The reactants are C([O-])([O-])=O.[K+].[K+] (potassium carbonate), ClC1=CC=CC2=C1C(OC(N2)=O)=O (1,2-dihydro-5-chloro-2,4-dioxo-3,1-(4H)-benzoxazine), S(=O)(=O)(OC)OC (Dimethyl sulphate). Run in CS(=O)C (dimethyl sulphoxide). Conditions: time 12 minute. Yields the product CN1C(OC(C2=C1C=CC=C2Cl)=O)=O (1,2-dihydro-1-methyl-5-chloro-2,4-dioxo-3,1-(4H)-benzoxazine). As a reaction SMILES: [C:1](=O)([O-])[O-].[K+].[K+].[Cl:7][C:8]1[C:13]2[C:14](=[O:19])[O:15][C:16](=[O:18])[NH:17][C:12]=2[CH:11]=[CH:10][CH:9]=1.S(OC)(OC)(=O)=O>CS(C)=O>[CH3:1][N:17]1[C:12]2[CH:11]=[CH:10][CH:9]=[C:8]([Cl:7])[C:13]=2[C:14](=[O:19])[O:15][C:16]1=[O:18] |f:0.1.2|. Reported procedure: Anhydrous potassium carbonate (16.8 g.) was added gradually to a suspension of the known compound 1,2-dihydro-5-chloro-2,4-dioxo-3,1-(4H)-benzoxazine (11.7 g.) in dry dimethyl sulphoxide (110 ml.) and the mixture stirred at room temperature for 20 minutes Dimethyl sulphate (7 ml.) was added dropwise with vigorous stirring at 30°-35° for 12 minutes and the mixture allowed to settle. The supernatant liquid was decanted into an ice/dilute hydrochloric acid mixture (600 ml.; 0.05 M.HCl). The resulti... The reactants are C(C#C)N1C2=CC=CC=C2C=2C=CC=CC12 (N-(2-propynyl)carbazole), O (water), [OH-].[Na+] (NaOH), II (iodine), II (iodine). The solvent is CO (methanol), O1CCCC1 (tetrahydrofurane). Run at temperature 4 celsius. Product: IC#CCN1C2=CC=CC=C2C=2C=CC=CC12 (N-(3-Iodo-2-propynyl)carbazole). Isolated yield 63.0%. RXN SMILES: [CH2:1]([N:4]1[C:16]2[CH:15]=[CH:14][CH:13]=[CH:12][C:11]=2[C:10]2[C:5]1=[CH:6][CH:7]=[CH:8][CH:9]=2)[C:2]#[CH:3].O.[OH-].[Na+].[I:20]I>CO.O1CCCC1>[I:20][C:3]#[C:2][CH2:1][N:4]1[C:16]2[CH:15]=[CH:14][CH:13]=[CH:12][C:11]=2[C:10]2[C:5]1=[CH:6][CH:7]=[CH:8][CH:9]=2 |f:2.3|. Reported procedure: Procedure: To a solution of 1.23 g (0.006 mol) of N-(2-propynyl)carbazole in 19.2 mL of methanol 4.8 mL of water and 0.48 g of NaOH were added while stirring at 4° C. Addition of 6 mL of tetrahydrofurane (THF) to the turbid suspension resulted in a homogeneous solution. Then 1.52 g of crystalline iodine was added portion-wise. After 10 min of stirring the iodine color disappeared and the product started to separate as a dense white precipitate. Over 8 hrs of stirring at room temperature the prod... The reactants are ClC1=C(C(=O)O)C=C(C(=C1)[N+](=O)[O-])OC (2-chloro-5-methoxy-4-nitrobenzoic acid), S(O)(O)(=O)=O (sulfuric acid), CO (methanol). Product: ClC1=C(C(=O)OC)C=C(C(=C1)[N+](=O)[O-])OC (Methyl 2-chloro-5-methoxy-4-nitrobenzoate). Isolated yield 71.0%. As a reaction SMILES: [Cl:1][C:2]1[CH:10]=[C:9]([N+:11]([O-:13])=[O:12])[C:8]([O:14][CH3:15])=[CH:7][C:3]=1[C:4]([OH:6])=[O:5].S(=O)(=O)(O)O.[CH3:21]O>>[Cl:1][C:2]1[CH:10]=[C:9]([N+:11]([O-:13])=[O:12])[C:8]([O:14][CH3:15])=[CH:7][C:3]=1[C:4]([O:6][CH3:21])=[O:5]. Reported procedure: A solution of 2-chloro-5-methoxy-4-nitrobenzoic acid (1 mmol) and concentrated sulfuric acid (0.02 mmol) in methanol (200 mL) was heated to reflux for 42 hours. The solvents were evaporated under reduced pressure then the residue partitioned between EtOAc (25 mL) and water (25 mL). The separated aqueous phase was extracted with EtOAc (3×25 mL), then the combined organic extracts were dried (Na2SO4) and concentrated under reduced pressure to afford the title compound (71%) as a solid. Reactants: FC(C(=O)O)(F)F.FC(C(=O)O)(F)F.ClC=1C=NC=2NC=3C=CC=C(CCC4=CC(=CC(NC1N2)=C4)N)C3 (6-chloro-2,4,8,22-tetraazatetracyclo[14.3.1.1(3,7).1(9,13)]docosa-1(20),3(22),4,6,9(21),10,12,16,18-nonaen-11-amine bis(trifluoroacetate)), CC1=CC(=NO1)C(=O)Cl (5-methylisoxazole-3-carbonyl chloride). The product is FC(C(=O)O)(F)F.ClC=1C=NC=2NC=3C=CC=C(CCC4=CC(=CC(NC1N2)=C4)NC(=O)C4=NOC(=C4)C)C3 (N-[6-Chloro-2,4,8,22-tetraazatetracyclo[14.3.1.1(3,7).1(9,13)]docosa-1(20),3(22),4,6,9(21),10,12,16,18-nonaen-11-yl]-5-methylisoxazole-3-carboxamide trifluoroacetate). Isolated yield 42.0%. As a reaction SMILES: [F:1][C:2]([F:7])([F:6])[C:3]([OH:5])=[O:4].FC(F)(F)C(O)=O.[Cl:15][C:16]1[CH:17]=[N:18][C:19]2[NH:20][C:21]3[CH:22]=[CH:23][CH:24]=[C:25]([CH:38]=3)[CH2:26][CH2:27][C:28]3[CH:36]=[C:32]([NH:33][C:34]=1[N:35]=2)[CH:31]=[C:30]([NH2:37])[CH:29]=3.[CH3:39][C:40]1[O:44][N:43]=[C:42]([C:45](Cl)=[O:46])[CH:41]=1>>[F:1][C:2]([F:7])([F:6])[C:3]([OH:5])=[O:4].[Cl:15][C:16]1[CH:17]=[N:18][C:19]2[NH:20][C:21]3[CH:22]=[CH:23][CH:24]=[C:25]([CH:38]=3)[CH2:26][CH2:27][C:28]3[CH:36]=[C:32]([NH:33][C:34]=1[N:35]=2)[CH:31]=[C:30]([NH:37][C:45]([C:42]1[CH:41]=[C:40]([CH3:39])[O:44][N:43]=1)=[O:46])[CH:29]=3 |f:0.1.2,4.5|. Procedure: The desired compound was prepared according to the procedure of Example B26, using 6-chloro-2,4,8,22-tetraazatetracyclo[14.3.1.1(3,7).1(9,13)]docosa-1(20),3(22),4,6,9(21),10,12,16,18-nonaen-11-amine bis(trifluoroacetate) and 5-methylisoxazole-3-carbonyl chloride as the starting materials in 42% yield. LCMS for C23H20ClN6O2(M+H)+: m/z=447.2. 1H NMR (400 MHz, DMSO-d6): δ 10.59 (s, 1H), 9.59 (s, 2H), 8.17 (s, 1H), 7.88 (m, 1H), 7.59 (m, 1H), 7.49 (m, 1H), 7.35 (m, 1H), 7.11 (dd, 1H), 6.89 (m, 1H), ... Starting materials: FC=1C=C(C=CC1N1N=NC(=C1)C)N1C(OC(C1)CN=[N+]=[N-])=O (3-[3-Fluoro-4-(4-methyl-1,2,3-triazol-1-yl)phenyl]-5-(azidomethyl)-oxazolidin-2-one), FC=1C=C(C=CC1N1N=NC(=C1)C)N1C(OC(C1)CN=[N+]=[N-])=O (3-[3-Fluoro-4-(4-methyl-1,2,3-triazol-1-yl)phenyl]-5-(azidomethyl)-oxazolidin-2-one). The reagents and catalysts are [Pd] (palladium on carbon). Solvent: CO.C(C)(=O)OCC (methanol ethyl acetate). Run at time 4 hour. Yields the product NC[C@H]1CN(C(O1)=O)C1=CC(=C(C=C1)N1N=NC(=C1)C)F ((5S)-5-(Aminomethyl)-3-[3-Fluoro-4-(4-methyl-1,2,3-triazol-1-yl)phenyl]-1,3-oxazolidin-2-one). Isolated yield 55.6%. As a reaction SMILES: [F:1][C:2]1[CH:3]=[C:4]([N:14]2[CH2:18][CH:17]([CH2:19][N:20]=[N+]=[N-])[O:16][C:15]2=[O:23])[CH:5]=[CH:6][C:7]=1[N:8]1[CH:12]=[C:11]([CH3:13])[N:10]=[N:9]1>CO.C(OCC)(=O)C.[Pd]>[NH2:20][CH2:19][C@@H:17]1[O:16][C:15](=[O:23])[N:14]([C:4]2[CH:5]=[CH:6][C:7]([N:8]3[CH:12]=[C:11]([CH3:13])[N:10]=[N:9]3)=[C:2]([F:1])[CH:3]=2)[CH2:18]1 |f:1.2|. Reported procedure: 3-[3-Fluoro-4-(4-methyl-1,2,3-triazol-1-yl)phenyl]-5-(azidomethyl)-oxazolidin-2-one (Intermediate 17) (2.0 g, 6.30 mmol) was dissolved in methanol/ethyl acetate (50 ml, 1:1) and hydrogenated over palladium on carbon (10%, 0.2 g) at room temperature and normal pressure for 4 hours. The resulting mixture was filtered through the celite and concentrated under reduced pressure to give 1.02 g of the title compound as a solid, which was used without further purification in the next step. Starting materials: ClC1=C(C(=C(C=C1OC)OC)Cl)C1=CC2=C(N=C(N=C2)NC2=C(C=CC=C2[N+](=O)[O-])C)N=C1 (6-(2,6-dichloro-3,5-dimethoxyphenyl)-N-(2-methyl-6-nitrophenyl)pyrido[2,3-d]pyrimidin-2-amine), [Cl-].[NH4+] (ammonium chloride). The reagents and catalysts are [Fe] (iron). Run in C(C)O (ethanol), O (water). Run at temperature 100 celsius, time 2 hour. Product: ClC1=C(C(=C(C=C1OC)OC)Cl)C1=CC2=C(N=C(N=C2)NC=2C(=CC=CC2C)N)N=C1 (N1-(6-(2,6-dichloro-3,5-dimethoxyphenyl)pyrido[2,3-d]pyrimidin-2-yl)-6-methylbenzene-1,2-diamine). The yield is 52.2%. Reaction SMILES: [Cl:1][C:2]1[C:7]([O:8][CH3:9])=[CH:6][C:5]([O:10][CH3:11])=[C:4]([Cl:12])[C:3]=1[C:13]1[CH:33]=[N:32][C:16]2[N:17]=[C:18]([NH:21][C:22]3[C:27]([N+:28]([O-])=O)=[CH:26][CH:25]=[CH:24][C:23]=3[CH3:31])[N:19]=[CH:20][C:15]=2[CH:14]=1.[Cl-].[NH4+]>C(O)C.O.[Fe]>[Cl:1][C:2]1[C:7]([O:8][CH3:9])=[CH:6][C:5]([O:10][CH3:11])=[C:4]([Cl:12])[C:3]=1[C:13]1[CH:33]=[N:32][C:16]2[N:17]=[C:18]([NH:21][C:22]3[C:27]([NH2:28])=[CH:26][CH:25]=[CH:24][C:23]=3[CH3:31])[N:19]=[CH:20][C:15]=2[CH:14]=1 |f:1.2|. Procedure: To a solution of 6-(2,6-dichloro-3,5-dimethoxyphenyl)-N-(2-methyl-6-nitrophenyl)pyrido[2,3-d]pyrimidin-2-amine (80 mg, 0.168 mmol) in ethanol (4 mL) and water (4 mL) was added iron powder (75 mg, 1.344 mmol) and ammonium chloride (74 mg, 1.344 mmol). The mixture was stirred at 100° C. for 2 hrs, cooled to RT, filtered and concentrated. The residue was purified by silica gel column chromatography (ethyl acetate:petroleum ether=4:1) to afford N1-(6-(2,6-dichloro-3,5-dimethoxyphenyl)pyrido[2,3-d]py... Reactants: O=C([O-])[O-], CCCC(=O)O, CCOC(C)=O, O=C1CCc2ccc(OCCCCN3CCN(c4cccc(Cl)c4Cl)CC3)cc2N1C(=O)OC(Cl)c1ccccc1, [Cs+], [Cs+], CN(C)C=O. Product: CCCC(=O)OC(OC(=O)N1C(=O)CCc2ccc(OCCCCN3CCN(c4cccc(Cl)c4Cl)CC3)cc21)c1ccccc1. Reaction SMILES: [C:48](=[O:49])([O-:50])[O-:51].[CH3:42][CH2:43][CH2:44][C:45]([OH:46])=[O:47].[CH3:59][CH2:60][O:61][C:62](=[O:63])[CH3:64].[Cl:1][c:2]1[c:3]([N:9]2[CH2:10][CH2:11][N:12]([CH2:15][CH2:16][CH2:17][CH2:18][O:19][c:20]3[cH:21][cH:22][c:23]4[c:28]([cH:29]3)[N:27]([C:30](=[O:31])[O:32][CH:33]([c:34]3[cH:35][cH:36][cH:37][cH:38][cH:39]3)[Cl:40])[C:26](=[O:41])[CH2:25][CH2:24]4)[CH2:13][CH2:14]2)[cH:4][cH:5][cH:6][c:7]1[Cl:8].[Cs+:52].[Cs+:53].[O:54]=[CH:55][N:56]([CH3:57])[CH3:58]>>[Cl:1][c:2]1[c:3]([N:9]2[CH2:10][CH2:11][N:12]([CH2:15][CH2:16][CH2:17][CH2:18][O:19][c:20]3[cH:21][cH:22][c:23]4[c:28]([cH:29]3)[N:27]([C:30](=[O:31])[O:32][CH:33]([c:34]3[cH:35][cH:36][cH:37][cH:38][cH:39]3)[O:47][C:45]([CH2:44][CH2:43][CH3:42])=[O:46])[C:26](=[O:41])[CH2:25][CH2:24]4)[CH2:13][CH2:14]2)[cH:4][cH:5][cH:6][c:7]1[Cl:8]. Reactants: FC=1C=NC=CC1C=O (3-fluoro-4-pyridinecarboxaldehyde), CN(C=O)C (N,N-dimethylformamide), C([O-])([O-])=O.[K+].[K+] (potassium carbonate), SCC(=O)OC (methyl 2-mercaptoacetate). Solvent: O (Water). Reaction conditions: temperature 0 celsius, time 10 minute. Product: S1C(=CC=2C1=CN=CC2)C(=O)OC (methyl thieno[2,3-c]pyridine-2-carboxylate). Isolated yield 100.0%. As a reaction SMILES: F[C:2]1[CH:3]=[N:4][CH:5]=[CH:6][C:7]=1[CH:8]=O.CN(C)C=O.C(=O)([O-])[O-].[K+].[K+].[SH:21][CH2:22][C:23]([O:25][CH3:26])=[O:24]>O>[S:21]1[C:2]2=[CH:3][N:4]=[CH:5][CH:6]=[C:7]2[CH:8]=[C:22]1[C:23]([O:25][CH3:26])=[O:24] |f:2.3.4|. Reported procedure: To a 50-mL round-bottom flask was added 3-fluoro-4-pyridinecarboxaldehyde (0.8 mL, 8.02 mmol) and N,N-dimethylformamide (14 mL) and the solution was cooled to 0° C. To this solution was added potassium carbonate (1.22 g, 8.828 mmol) and methyl 2-mercaptoacetate (0.754 mL, 8.427 mmol). The solution turned to a clear yellow solution after stirring for 10 min. After 30 min at 0° C., the reaction was warmed to room temperature and stirred over the weekend by which time a solid precipitate was formed... The reactants are C1CCC2=NCCCN2CC1 (DBU), C(C)OC(CC(=O)C=1C(=NC(=NC1)SC)NC1CCCCC1)=O (3-(4-cyclohexylamino-2-methylsulfanyl-pyrimidin-5-yl)-3-oxo-propionic acid ethyl ester), CCN(C(C)C)C(C)C (DIPEA). Reaction conditions: temperature 125 celsius, time 8 hour. The product is C1(CCCCC1)N1C(C=C(C2=C1N=C(N=C2)SC)O)=O (8-cyclohexyl-5-hydroxy-2-methylsulfanyl-8H-pyrido[2,3-d]pyrimidin-7-one). Isolated yield 107.2%. RXN SMILES: C1CCN2C(=NCCC2)CC1.C([O:14][C:15](=O)[CH2:16][C:17]([C:19]1[C:20]([NH:27][CH:28]2[CH2:33][CH2:32][CH2:31][CH2:30][CH2:29]2)=[N:21][C:22]([S:25][CH3:26])=[N:23][CH:24]=1)=[O:18])C.CCN(C(C)C)C(C)C>>[CH:28]1([N:27]2[C:20]3[N:21]=[C:22]([S:25][CH3:26])[N:23]=[CH:24][C:19]=3[C:17]([OH:18])=[CH:16][C:15]2=[O:14])[CH2:33][CH2:32][CH2:31][CH2:30][CH2:29]1. Reported procedure: DBU (11.05 mL) was added dropwise, under argon atmosphere, to a mixture of 3-(4-cyclohexylamino-2-methylsulfanyl-pyrimidin-5-yl)-3-oxo-propionic acid ethyl ester (21.5 g) and DIPEA (85 mL), and the resulting mixture heated at 125° C. for 1 h, then stirred at RT overnight. The volatiles were evaporated under reduced pressure, and the residue was diluted with EtOAc and HCl (1 M aq). The solid residue was collected by filtration, the organic layer was separated, and the aqueous layer was extracted ... Starting materials: CO, NN, O, CC(=NOCCN1C(=O)c2ccccc2C1=O)c1cnc2nnn(Cc3ccc4ncccc4c3)c2n1. Product: CC(=NOCCN)c1cnc2nnn(Cc3ccc4ncccc4c3)c2n1. Reaction SMILES: [CH3:41][OH:42].[NH2:39][NH2:40].[OH2:38].[n:1]1[cH:2][cH:3][cH:4][c:5]2[cH:6][c:7]([CH2:11][n:12]3[n:13][n:14][c:15]4[c:16]3[n:17][c:18]([C:21]([CH3:22])=[N:23][O:24][CH2:25][CH2:26][N:27]3[C:28](=[O:29])[c:30]5[c:31]([cH:32][cH:33][cH:34][cH:35]5)[C:36]3=[O:37])[cH:19][n:20]4)[cH:8][cH:9][c:10]12>>[n:1]1[cH:2][cH:3][cH:4][c:5]2[cH:6][c:7]([CH2:11][n:12]3[n:13][n:14][c:15]4[c:16]3[n:17][c:18]([C:21]([CH3:22])=[N:23][O:24][CH2:25][CH2:26][NH2:27])[cH:19][n:20]4)[cH:8][cH:9][c:10]12.